The task is: describe an organic reaction: reactants, conditions, products, and yield. This data is from the Open Reaction Database (ORD), a public repository of structured organic reaction records. Reactants: CCNCc1ccccc1, CCO, CCN(C(C)C)C(C)C, Clc1nc(Cl)c2c(n1)CCC2. Product: CCN(Cc1ccccc1)c1nc(Cl)nc2c1CCC2. As a reaction SMILES: [CH2:12]([c:13]1[cH:14][cH:15][cH:16][cH:17][cH:18]1)[NH:19][CH2:20][CH3:21].[CH3:31][CH2:32][OH:33].[CH:22]([N:23]([CH:24]([CH3:25])[CH3:26])[CH2:27][CH3:28])([CH3:29])[CH3:30].[Cl:1][c:2]1[n:3][c:4]2[c:5]([c:6]([Cl:8])[n:7]1)[CH2:9][CH2:10][CH2:11]2>>[Cl:1][c:2]1[n:3][c:4]2[c:5]([c:6]([N:19]([CH2:12][c:13]3[cH:14][cH:15][cH:16][cH:17][cH:18]3)[CH2:20][CH3:21])[n:7]1)[CH2:9][CH2:10][CH2:11]2.